This data is from the Open Reaction Database (ORD), a public repository of structured organic reaction records. The task is: describe an organic reaction: reactants, conditions, products, and yield The reactants are FC(S(=O)(=O)OS(=O)(=O)C(F)(F)F)(F)F (Trifluoromethanesulfonic anhydride), C1=NC(=CC2=C3C(=C4C(=C12)C=CC=C4)C=CC=C3)O (dibenzo[f,h]isoquinolin-3-ol), N1=CC=CC=C1 (pyridine). Run in ClCCl (dichloromethane). Conditions: time 8 hour. Product: FC(S(=O)(=O)OC=1N=CC2=C3C(=C4C(=C2C1)C=CC=C4)C=CC=C3)(F)F (dibenzo[f,h]isoquinolin-3-yl trifluoromethanesulfonate). Reaction SMILES: [F:1][C:2]([F:15])([F:14])[S:3]([O:6]S(C(F)(F)F)(=O)=O)(=[O:5])=[O:4].[CH:16]1[C:25]2[C:20](=[C:21]3[CH:33]=[CH:32][CH:31]=[CH:30][C:22]3=[C:23]3[CH:29]=[CH:28][CH:27]=[CH:26][C:24]3=2)[CH:19]=[C:18](O)[N:17]=1.N1C=CC=CC=1>ClCCl>[F:1][C:2]([F:15])([F:14])[S:3]([O:6][C:18]1[N:17]=[CH:16][C:25]2[C:20]([CH:19]=1)=[C:21]1[CH:33]=[CH:32][CH:31]=[CH:30][C:22]1=[C:23]1[CH:29]=[CH:28][CH:27]=[CH:26][C:24]=21)(=[O:5])=[O:4]. Procedure details: Trifluoromethanesulfonic anhydride (5.2 g, 19 mmol) was added to a mixture of dibenzo[f,h]isoquinolin-3-ol (0.91 g, 3.7 mmol), pyridine (1.2 g, 15 mmol) and dichloromethane 100 mL under nitrogen at 0° C. and stirred overnight at room temperature. The reaction was quenched with saturated NaHCO3. The organic layer was washed with water and dried on Na2SO4. The residue was purified by flash chromatography on silica (hexane:ethyl acetate) to give (1.1 g, 79%). The reactants are CC1(C)CCC(C)(C)c2cc(CCl)ccc21, [N-]=[N+]=[N-], [Na+], CN(C)C=O. Yields the product CC1(C)CCC(C)(C)c2cc(CN=[N+]=[N-])ccc21. RXN SMILES: [Cl:1][CH2:2][c:3]1[cH:4][c:5]2[c:10]([cH:11][cH:12]1)[C:9]([CH3:13])([CH3:14])[CH2:8][CH2:7][C:6]2([CH3:15])[CH3:16].[N-:18]=[N+:19]=[N-:20].[Na+:17].[O:21]=[CH:22][N:23]([CH3:24])[CH3:25]>>[CH2:2]([c:3]1[cH:4][c:5]2[c:10]([cH:11][cH:12]1)[C:9]([CH3:13])([CH3:14])[CH2:8][CH2:7][C:6]2([CH3:15])[CH3:16])[N:18]=[N+:19]=[N-:20]. Reactants: BrC(C(C1=CC=CC=C1)Br)C1=CC=CC=C1 (1,2-dibromo-1,2-diphenyl ethane), Hexadecyltributyl phosphonium hectorite, O (water), [I-].[Na+] (sodium iodide), S(=S)(=O)([O-])[O-].[Na+].[Na+] (sodium thiosulfate). Solvent: C1(=CC=CC=C1)C (toluene). Conditions: temperature 90 celsius, time 7 hour. Yields the product C1(=CC=CC=C1)C=CC1=CC=CC=C1 (1,2-diphenylethylene). Yield: 98.0%. As a reaction SMILES: O.[I-].[Na+].S([O-])([O-])(=O)=S.[Na+].[Na+].Br[CH:12]([C:21]1[CH:26]=[CH:25][CH:24]=[CH:23][CH:22]=1)[CH:13](Br)[C:14]1[CH:19]=[CH:18][CH:17]=[CH:16][CH:15]=1>C1(C)C=CC=CC=1>[C:14]1([CH:13]=[CH:12][C:21]2[CH:22]=[CH:23][CH:24]=[CH:25][CH:26]=2)[CH:19]=[CH:18][CH:17]=[CH:16][CH:15]=1 |f:1.2,3.4.5|. Procedure: Hexadecyltributyl phosphonium hectorite (0.050 mmol) was mixed with 2.0 ml of water containing dissolved sodium iodide (0.264 mmol) and sodium thiosulfate (32.0 mmol) and toluene (2.0 ml) containing dissolved 1,2-dibromo-1,2-diphenyl ethane (1.0 mml). After vigorous stirring for a reaction time of 7 hr at 90° C. the emulsion was broken by centrifugation, and 1,2-diphenylethylene was obtained in 98.0% yield. Starting materials: CCOC(C)=O, CN1CCN(CCCC2CCNCC2)CC1, CO, O=C1Nc2cccnc2N(C(=O)Cl)c2ccccc21, N. The product is CN1CCN(CCCC2CCN(C(=O)N3c4ccccc4C(=O)Nc4cccnc43)CC2)CC1. Reaction SMILES: [C:39]([O:40][CH2:41][CH3:42])(=[O:43])[CH3:44].[CH3:20][N:21]1[CH2:22][CH2:23][N:24]([CH2:27][CH2:28][CH2:29][CH:30]2[CH2:31][CH2:32][NH:33][CH2:34][CH2:35]2)[CH2:25][CH2:26]1.[CH3:37][OH:38].[Cl:1][C:2](=[O:3])[N:4]1[c:5]2[c:6]([cH:16][cH:17][cH:18][n:19]2)[NH:7][C:8](=[O:15])[c:9]2[c:10]1[cH:11][cH:12][cH:13][cH:14]2.[NH3:36]>>[C:2](=[O:3])([N:4]1[c:5]2[c:6]([cH:16][cH:17][cH:18][n:19]2)[NH:7][C:8](=[O:15])[c:9]2[c:10]1[cH:11][cH:12][cH:13][cH:14]2)[N:33]1[CH2:32][CH2:31][CH:30]([CH2:29][CH2:28][CH2:27][N:24]2[CH2:23][CH2:22][N:21]([CH3:20])[CH2:26][CH2:25]2)[CH2:35][CH2:34]1. Reactants: FC1=C(C(=O)NC=2SC(=CC2)C2=CC(=CC=C2)C(F)(F)F)C(=CC=C1)F (2,6-Difluoro-N-[5-(3-trifluoromethyl-phenyl)-thiophen-2-yl]benzamide), COC(=O)C=1C=CC(=C(C1)B(O)O)C (5-methoxycarbonyl-2-methylbenzeneboronic acid). Product: COC(C1=CC(=C(C=C1)C)C=1SC(=CC1)NC(C1=C(C=CC=C1F)F)=O)=O (3-[5-(2,6-Difluoro-benzoylamino)-thiophen-2-yl]4-methyl-benzoic acid methyl ester). Reaction SMILES: [F:1][C:2]1[CH:25]=[CH:24][CH:23]=[C:22]([F:26])[C:3]=1[C:4]([NH:6][C:7]1[S:8][C:9](C2C=CC=C(C(F)(F)F)C=2)=[CH:10][CH:11]=1)=[O:5].[CH3:27][O:28][C:29]([C:31]1[CH:32]=[CH:33][C:34]([CH3:40])=[C:35](B(O)O)[CH:36]=1)=[O:30]>>[CH3:27][O:28][C:29](=[O:30])[C:31]1[CH:32]=[CH:33][C:34]([CH3:40])=[C:35]([C:9]2[S:8][C:7]([NH:6][C:4](=[O:5])[C:3]3[C:2]([F:1])=[CH:25][CH:24]=[CH:23][C:22]=3[F:26])=[CH:11][CH:10]=2)[CH:36]=1. Reported procedure: Compound 118 was synthesized in an analogous fashion as described for Compound 117 except that 5-methoxycarbonyl-2-methylbenzeneboronic acid was used instead of 3-trifluoromethylbenzeneboronic acid in the final step.